This data is from the Open Reaction Database (ORD), a public repository of structured organic reaction records. The task is: describe an organic reaction: reactants, conditions, products, and yield Starting materials: Cc1ccc(C(=O)N2CCOCC2)cc1Br, COc1ccc(CN(Cc2ccc(OC)cc2)c2ncc(-c3nc(N4CCOCC4)nc4c3CCN4)cn2)cc1, CN(C)C=O, [Cl-], [K+], [K+], [K+], [NH4+], O=C(C=Cc1ccccc1)C=Cc1ccccc1, O=C(C=Cc1ccccc1)C=Cc1ccccc1, O=C(C=Cc1ccccc1)C=Cc1ccccc1, O=P([O-])([O-])[O-], [Pd], [Pd]. Yields the product COc1ccc(CN(Cc2ccc(OC)cc2)c2ncc(-c3nc(N4CCOCC4)nc4c3CCN4c3cc(C(=O)N4CCOCC4)ccc3C)cn2)cc1. RXN SMILES: [Br:41][c:42]1[cH:43][c:44]([C:49](=[O:50])[N:51]2[CH2:52][CH2:53][O:54][CH2:55][CH2:56]2)[cH:45][cH:46][c:47]1[CH3:48].[CH3:1][O:2][c:3]1[cH:4][cH:5][c:6]([CH2:7][N:8]([c:9]2[n:10][cH:11][c:12](-[c:15]3[c:16]4[c:17]([n:18][c:19]([N:21]5[CH2:22][CH2:23][O:24][CH2:25][CH2:26]5)[n:20]3)[NH:27][CH2:28][CH2:29]4)[cH:13][n:14]2)[CH2:30][c:31]2[cH:32][cH:33][c:34]([O:37][CH3:38])[cH:35][cH:36]2)[cH:39][cH:40]1.[CH3:67][N:68]([CH3:69])[CH:70]=[O:71].[Cl-:65].[K+:62].[K+:63].[K+:64].[NH4+:66].[O:110]=[C:111]([CH:112]=[CH:113][c:114]1[cH:115][cH:116][cH:117][cH:118][cH:119]1)[CH:120]=[CH:121][c:122]1[cH:123][cH:124][cH:125][cH:126][cH:127]1.[O:74]=[C:75]([CH:76]=[CH:77][c:78]1[cH:79][cH:80][cH:81][cH:82][cH:83]1)[CH:84]=[CH:85][c:86]1[cH:87][cH:88][cH:89][cH:90][cH:91]1.[O:92]=[C:93]([CH:94]=[CH:95][c:96]1[cH:97][cH:98][cH:99][cH:100][cH:101]1)[CH:102]=[CH:103][c:104]1[cH:105][cH:106][cH:107][cH:108][cH:109]1.[P:57]([O-:58])([O-:59])([O-:60])=[O:61].[Pd:72].[Pd:73]>>[CH3:1][O:2][c:3]1[cH:4][cH:5][c:6]([CH2:7][N:8]([c:9]2[n:10][cH:11][c:12](-[c:15]3[c:16]4[c:17]([n:18][c:19]([N:21]5[CH2:22][CH2:23][O:24][CH2:25][CH2:26]5)[n:20]3)[N:27]([c:42]3[cH:43][c:44]([C:49](=[O:50])[N:51]5[CH2:52][CH2:53][O:54][CH2:55][CH2:56]5)[cH:45][cH:46][c:47]3[CH3:48])[CH2:28][CH2:29]4)[cH:13][n:14]2)[CH2:30][c:31]2[cH:32][cH:33][c:34]([O:37][CH3:38])[cH:35][cH:36]2)[cH:39][cH:40]1. Starting materials: CC1=C(N)C=CC=C1 (2-methylaniline), C1N(CCC2=CC=CC=C12)C1=NC(=NC=2CCCCC12)Cl (4-(1,2,3,4-tetrahydroisoquinolin-2-yl)-2-chloro-5,6,7,8-tetrahydroquinazoline). Run in CN(C=O)C (dimethylformamide). The product is Cl.CC1=C(C=CC=C1)NC1=NC=2CCCCC2C(=N1)N1CC2=CC=CC=C2CC1 (2-(2-methylphenylamino)-4-(1,2,3,4-tetrahydroisoquinolin-2-yl)-5,6,7,8-tetrahydroquinazoline hydrochloride). Yield: 49.1%. As a reaction SMILES: [CH3:1][C:2]1[CH:8]=[CH:7][CH:6]=[CH:5][C:3]=1[NH2:4].[CH2:9]1[C:18]2[C:13](=[CH:14][CH:15]=[CH:16][CH:17]=2)[CH2:12][CH2:11][N:10]1[C:19]1[C:28]2[CH2:27][CH2:26][CH2:25][CH2:24][C:23]=2[N:22]=[C:21]([Cl:29])[N:20]=1>CN(C)C=O>[ClH:29].[CH3:1][C:2]1[CH:8]=[CH:7][CH:6]=[CH:5][C:3]=1[NH:4][C:21]1[N:20]=[C:19]([N:10]2[CH2:11][CH2:12][C:13]3[C:18](=[CH:17][CH:16]=[CH:15][CH:14]=3)[CH2:9]2)[C:28]2[CH2:27][CH2:26][CH2:25][CH2:24][C:23]=2[N:22]=1 |f:3.4|. Procedure details: After 2-methylaniline(0.30 ml, 2.7 mmol) was added to a mixture solution of 4-(1,2,3,4-tetrahydroisoquinolin-2-yl)-2-chloro-5,6,7,8-tetrahydroquinazoline(0.75 g, 2.5 mmol) and dimethylformamide(5 ml), 0.50 g of the titled compound was obtained in accordance with the same procedure as in Step 2 of Example 1. Starting materials: [BH4-], CCC(C(=O)c1ccc(NC(C)=O)cc1)N(C)C, CO, [Na+]. Yields the product CCC(C(O)c1ccc(NC(C)=O)cc1)N(C)C. RXN SMILES: [BH4-:19].[CH3:1][N:2]([CH:3]([C:4](=[O:5])[c:6]1[cH:7][cH:8][c:9]([NH:12][C:13]([CH3:14])=[O:15])[cH:10][cH:11]1)[CH2:16][CH3:17])[CH3:18].[CH3:21][OH:22].[Na+:20]>>[CH3:1][N:2]([CH:3]([CH:4]([OH:5])[c:6]1[cH:7][cH:8][c:9]([NH:12][C:13]([CH3:14])=[O:15])[cH:10][cH:11]1)[CH2:16][CH3:17])[CH3:18]. Reaction SMILES: [Br-:16].[Br:13][CH2:14][CH3:15].[Br:3][c:4]1[c:5]([F:12])[c:6]([F:11])[c:7]([OH:10])[cH:8][cH:9]1.[CH3:17][CH2:18][CH2:19][CH2:20][N+:21]([CH2:22][CH2:23][CH2:24][CH3:25])([CH2:26][CH2:27][CH2:28][CH3:29])[CH2:30][CH2:31][CH2:32][CH3:33].[Na+:2].[OH-:1].[OH2:34]>>[Br:3][c:4]1[c:5]([F:12])[c:6]([F:11])[c:7]([O:10][CH2:14][CH3:15])[cH:8][cH:9]1. Starting materials: [Br-], CCBr, Oc1ccc(Br)c(F)c1F, CCCC[N+](CCCC)(CCCC)CCCC, [Na+], [OH-], O. Product: CCOc1ccc(Br)c(F)c1F. Reactants: ClC1=CC=C(OC2C(C2C(=O)O)(C)C)C=C1 (3-(4-chlorophenoxy)-2,2-dimethylcyclopropanecarboxylic acid), C([O-])([O-])=O.[K+].[K+] (potassium carbonate), CN(P(N(C)C)(N(C)C)=O)C (hexamethylphosphoric triamide), FC1=C(CBr)C=C(C=C1)OC1=CC=CC=C1 (2-fluoro-5-phenoxybenzyl bromide). The solvent is C1CCOC1 (THF). Product: ClC1=CC=C(OC2C(C2C(=O)OCC2=C(C=CC(=C2)OC2=CC=CC=C2)F)(C)C)C=C1 (2-fluoro-5-phenoxybenzyl 3-(4-chlorophenoxy)-2,2-dimethylcyclopropanecarboxylate). Reaction SMILES: [Cl:1][C:2]1[CH:16]=[CH:15][C:5]([O:6][CH:7]2[CH:9]([C:10]([OH:12])=[O:11])[C:8]2([CH3:14])[CH3:13])=[CH:4][CH:3]=1.C(=O)([O-])[O-].[K+].[K+].CN(C)P(=O)(N(C)C)N(C)C.[F:34][C:35]1[CH:42]=[CH:41][C:40]([O:43][C:44]2[CH:49]=[CH:48][CH:47]=[CH:46][CH:45]=2)=[CH:39][C:36]=1[CH2:37]Br>C1COCC1>[Cl:1][C:2]1[CH:3]=[CH:4][C:5]([O:6][CH:7]2[CH:9]([C:10]([O:12][CH2:37][C:36]3[CH:39]=[C:40]([O:43][C:44]4[CH:49]=[CH:48][CH:47]=[CH:46][CH:45]=4)[CH:41]=[CH:42][C:35]=3[F:34])=[O:11])[C:8]2([CH3:13])[CH3:14])=[CH:15][CH:16]=1 |f:1.2.3|. Reported procedure: To a mixture of 3-(4-chlorophenoxy)-2,2-dimethylcyclopropanecarboxylic acid (2.77 mmol), potassium carbonate (3.25 mmol) and hexamethylphosphoric triamide (HMPT) (3 ml), with stirring and under nitrogen, at RT, is added 2-fluoro-5-phenoxybenzyl bromide (2.77 mmol) in THF. The reaction is stirred at RT for about 48 hours and then worked up by partition between water/ether. The organic phase is washed with water and brine, dried over potassium carbonate, filtered and the solvent is removed from th... The reactants are C1=CC=CC2=C1CNC1=C(O2)C=CC(=C1)C(=O)OCC (ethyl 10,11-dihydrodibenz[b,f][1,4]oxazepine-8-carboxylate), [OH-].[K+] (potassium hydroxide), CO (methanol). The solvent is O (water). Product: C1=CC=CC2=C1CNC1=C(O2)C=CC(=C1)C(=O)O (10,11-dihydrodibenz[b,f][1,4]oxazepine-8-carboxylic acid). Yield: 92.0%. As a reaction SMILES: [CH:1]1[C:6]2[CH2:7][NH:8][C:9]3[CH:15]=[C:14]([C:16]([O:18]CC)=[O:17])[CH:13]=[CH:12][C:10]=3[O:11][C:5]=2[CH:4]=[CH:3][CH:2]=1.[OH-].[K+].CO>O>[CH:1]1[C:6]2[CH2:7][NH:8][C:9]3[CH:15]=[C:14]([C:16]([OH:18])=[O:17])[CH:13]=[CH:12][C:10]=3[O:11][C:5]=2[CH:4]=[CH:3][CH:2]=1 |f:1.2|. Procedure: A mixture of ethyl 10,11-dihydrodibenz[b,f][1,4]oxazepine-8-carboxylate (5.4 g), potassium hydroxide (1.1 g), methanol (70 ml) and water (5 ml) was refluxed for 3 hours. After distilling off the solvents under reduced pressure, the residue was dissolved in distilled water (20 ml). The solution was washed with ethyl acetate and acidified with diluted hydrochloric acid. The separated crystals were collected by filtration and then recrystallized from methanol to give 10,11-dihydrodibenz[b,f][1,4]ox...